From a dataset of the Open Reaction Database (ORD), a public repository of structured organic reaction records. describe an organic reaction: reactants, conditions, products, and yield Starting materials: C(#N)N=C(SC)SC (dimethyl N-cyanodithioimidocarbonate), N(N)C=1N=NC(=C(N1)C)C1=CC=CC=C1 (3-hydrazino-5-methyl-6-phenyl-1,2,4-triazine). Solvent: C(Cl)Cl (methylene chloride), CO (methanol). Reaction conditions: time 40 hour. The product is NC1=NC(=NN1C=1N=NC(=C(N1)C)C1=CC=CC=C1)SC (3-(5-amino-3-methylthio-1,2,4-triazol-1-yl)-5-methyl-6-phenyl-1,2,4-triazine). Isolated yield 89.2%. RXN SMILES: [C:1]([N:3]=[C:4](SC)[S:5][CH3:6])#[N:2].[NH:9]([C:11]1[N:12]=[N:13][C:14]([C:18]2[CH:23]=[CH:22][CH:21]=[CH:20][CH:19]=2)=[C:15]([CH3:17])[N:16]=1)[NH2:10]>C(Cl)Cl.CO>[NH2:2][C:1]1[N:9]([C:11]2[N:12]=[N:13][C:14]([C:18]3[CH:19]=[CH:20][CH:21]=[CH:22][CH:23]=3)=[C:15]([CH3:17])[N:16]=2)[N:10]=[C:4]([S:5][CH3:6])[N:3]=1. Procedure details: A solution of dimethyl N-cyanodithioimidocarbonate (2.65 g) in methylene chloride (15 ml) was added to a solution of 3-hydrazino-5-methyl-6-phenyl-1,2,4-triazine (3.52 g) in methanol (20 ml) and stirring was continued for 40 hours at room temperature. The resultant precipitates were collected by filtration, washed with methanol, and dried to give 3-(5-amino-3-methylthio-1,2,4-triazol-1-yl)-5-methyl-6-phenyl-1,2,4-triazine (4.67 g). The reactants are BrCCCCCCOCCCCC#Cc1ccc2ccccc2n1, CCO. The product is BrCCCCCCOCCCCCCc1ccc2ccccc2n1. RXN SMILES: [Br:1][CH2:2][CH2:3][CH2:4][CH2:5][CH2:6][CH2:7][O:8][CH2:9][CH2:10][CH2:11][CH2:12][C:13]#[C:14][c:15]1[n:16][c:17]2[cH:18][cH:19][cH:20][cH:21][c:22]2[cH:23][cH:24]1.[CH3:25][CH2:26][OH:27]>>[Br:1][CH2:2][CH2:3][CH2:4][CH2:5][CH2:6][CH2:7][O:8][CH2:9][CH2:10][CH2:11][CH2:12][CH2:13][CH2:14][c:15]1[n:16][c:17]2[cH:18][cH:19][cH:20][cH:21][c:22]2[cH:23][cH:24]1. The reactants are C=1C=CC2=C(C1)N=NN2O (HOBt), C(C)OC(=O)C1=C(C2=C([C@@H]3CCCN3C2=O)N=C1CCC1=CC=C(C=C1)F)C1=CC(=CS1)C(=O)O (5-{(9aS)-3-(ethoxycarbonyl)-2-[2-(4-fluorophenyl)ethyl]-5-oxo-7,8,9,9a-tetrahydro-5H-pyrido[2,3-a]pyrrolizin-4-yl}-3-thiophenecarboxylic acid), NC1CCC2=CC=CC=C12 (1-aminoindane), CCN=C=NCCCN(C)C (EDCI), Cl (HCl). Solvent: C(Cl)Cl (CH2Cl2). Reaction conditions: time 14 hour. Yields the product C1(CCC2=CC=CC=C12)NC(=O)C=1C=C(SC1)C1=C(C(=NC2=C1C(N1CCC[C@@H]21)=O)CCC2=CC=C(C=C2)F)C(=O)OCC (Ethyl(9aS)-4-{4-[(2,3-dihydro-1H-inden-1-ylamino)carbonyl]-2-thieny}-2-[2-(4-fluorophenyl)ethyl]-5-oxo-7,8,9,9a-tetrahydro-5H-pyrido[2,3-a]pyrrolizine-3-carboxylate). RXN SMILES: [CH2:1]([O:3][C:4]([C:6]1[C:18]([CH2:19][CH2:20][C:21]2[CH:26]=[CH:25][C:24]([F:27])=[CH:23][CH:22]=2)=[N:17][C:9]2[C@H:10]3[N:14]([C:15](=[O:16])[C:8]=2[C:7]=1[C:28]1[S:32][CH:31]=[C:30]([C:33](O)=[O:34])[CH:29]=1)[CH2:13][CH2:12][CH2:11]3)=[O:5])[CH3:2].[NH2:36][CH:37]1[C:45]2[C:40](=[CH:41][CH:42]=[CH:43][CH:44]=2)[CH2:39][CH2:38]1.CCN=C=NCCCN(C)C.C1C=CC2N(O)N=NC=2C=1.Cl>C(Cl)Cl>[CH:37]1([NH:36][C:33]([C:30]2[CH:29]=[C:28]([C:7]3[C:8]4[C:15](=[O:16])[N:14]5[C@H:10]([C:9]=4[N:17]=[C:18]([CH2:19][CH2:20][C:21]4[CH:26]=[CH:25][C:24]([F:27])=[CH:23][CH:22]=4)[C:6]=3[C:4]([O:3][CH2:1][CH3:2])=[O:5])[CH2:11][CH2:12][CH2:13]5)[S:32][CH:31]=2)=[O:34])[C:45]2[C:40](=[CH:41][CH:42]=[CH:43][CH:44]=2)[CH2:39][CH2:38]1. Procedure: 5-{(9aS)-3-(ethoxycarbonyl)-2-[2-(4-fluorophenyl)ethyl]-5-oxo-7,8,9,9a-tetrahydro-5H-pyrido[2,3-a]pyrrolizin-4-yl}-3-thiophenecarboxylic acid (0.100 g, 0.202 mmol) was dissolved in CH2Cl2. 1-aminoindane (0.039 mL, 0.328 mmol) was added followed by EDCI (0.047 g, 0.243 mmol) and HOBt (0.033 g, 0.243 mmol). After 14 h of stirring at ambient temperature the reaction mixture was poured onto 5% HCl solution and extracted with CH2Cl2. The organics were washed with sat'd NaHCO3, brine and then dried (N... Starting materials: [Br-], O=C([O-])[O-], CCCCCCCC[P+](CCCCCCCC)(CCCCCCCC)CCCCCCCC, Clc1cnc(Cl)c(Cl)c1, [Cs+], [F-], [F-], [K+], [K+], [K+], O=S1(=O)CCCC1. Product: Fc1ncc(Cl)cc1Cl. Reaction SMILES: [Br-:27].[C:12](=[O:13])([O-:14])[O-:15].[CH2:28]([P+:29]([CH2:30][CH2:31][CH2:32][CH2:33][CH2:34][CH2:35][CH2:36][CH3:37])([CH2:38][CH2:39][CH2:40][CH2:41][CH2:42][CH2:43][CH2:44][CH3:45])[CH2:46][CH2:47][CH2:48][CH2:49][CH2:50][CH2:51][CH2:52][CH3:53])[CH2:54][CH2:55][CH2:56][CH2:57][CH2:58][CH2:59][CH3:60].[Cl:18][c:19]1[n:20][cH:21][c:22]([Cl:26])[cH:23][c:24]1[Cl:25].[Cs+:9].[F-:10].[F-:8].[K+:11].[K+:16].[K+:17].[S:1]1(=[O:6])(=[O:7])[CH2:2][CH2:3][CH2:4][CH2:5]1>>[F:8][c:19]1[n:20][cH:21][c:22]([Cl:26])[cH:23][c:24]1[Cl:25]. Reactants: Cc1cccc(B(O)O)c1 (effective_coupling_partner), CC(C)(C)C(=O)Oc2c1ccccc1cc3ccccc23 (substrate). The reagents and catalysts are PCy3. Reaction conditions: temperature 120 celsius, time 12 hour. Product: Cc4cccc(c2c1ccccc1cc3ccccc23)c4. Reactants: CC1(OC[C@H](O1)CO)C ((R)-(−)-2,2-dimethyl-1,3-dioxolane-4-methanol), [OH-].[K+] (KOH), C(CCCCCCCCCCCCCCC)Br (hexadecyl bromide). Run in C1(=CC=CC=C1)C (toluene), ClCCl (dichloromethane). The product is C(CCCCCCCCCCCCCCC)OC[C@@H](O)CO (1-hexadecyl-sn-glycerol). Yield: 709.4%. Reaction SMILES: C[C:2]1([CH3:9])[O:6][C@H:5]([CH2:7][OH:8])[CH2:4][O:3]1.[OH-].[K+].[CH2:12](Br)[CH2:13][CH2:14][CH2:15][CH2:16][CH2:17][CH2:18][CH2:19][CH2:20][CH2:21][CH2:22][CH2:23][CH2:24][CH2:25]CC>C1(C)C=CC=CC=1.ClCCl>[CH2:2]([O:3][CH2:4][C@H:5]([CH2:7][OH:8])[OH:6])[CH2:9][CH2:25][CH2:24][CH2:23][CH2:22][CH2:21][CH2:20][CH2:19][CH2:18][CH2:17][CH2:16][CH2:15][CH2:14][CH2:13][CH3:12] |f:1.2|. Procedure details: 19.4 grams of (R)-(−)-2,2-dimethyl-1,3-dioxolane-4-methanol, 49 grams of powdered KOH and 4.8 grams of hexadecyl bromide were stirred in 500 ml toluene (500 ml) were stirred and refluxed for 6 hours, while removing the water formed by azeotropic distillation. The volume of the solvent was gradually reduced to about 100 ml and the reaction mixture was cooled to room temperature. The cooled reaction mixture was dissolved in 500 ml dichloromethane, washed twice with 200 ml water, and the solvent wa... Reactants: OC1=CC=C(C=C1)C1=C(C=C(C=C1)C(=O)OC)C (methyl 4′-hydroxy-2-methylbiphenyl-4-carboxylate), C(C1=CC=CC=C1)(=O)OCC=1C=C(CBr)C=CC1COC(C1=CC=CC=C1)=O (3,4-bis(benzoyloxymethyl)benzyl bromide), C([O-])([O-])=O.[K+].[K+] (potassium carbonate). RXN SMILES: [OH:1][C:2]1[CH:7]=[CH:6][C:5]([C:8]2[CH:13]=[CH:12][C:11]([C:14]([O:16][CH3:17])=[O:15])=[CH:10][C:9]=2[CH3:18])=[CH:4][CH:3]=1.[C:19]([O:27][CH2:28][C:29]1[CH:30]=[C:31]([CH:34]=[CH:35][C:36]=1[CH2:37][O:38][C:39](=[O:46])[C:40]1[CH:45]=[CH:44][CH:43]=[CH:42][CH:41]=1)[CH2:32]Br)(=[O:26])[C:20]1[CH:25]=[CH:24][CH:23]=[CH:22][CH:21]=1.C(=O)([O-])[O-].[K+].[K+]>>[C:20]1([C:19]([O:27][CH2:28][C:29]2[CH:30]=[C:31]([CH:34]=[CH:35][C:36]=2[CH2:37][O:38][C:39]([C:40]2[CH:45]=[CH:44][CH:43]=[CH:42][CH:41]=2)=[O:46])[CH2:32][O:1][C:2]2[CH:3]=[CH:4][C:5]([C:8]3[CH:13]=[CH:12][C:11]([C:14]([O:16][CH3:17])=[O:15])=[CH:10][C:9]=3[CH3:18])=[CH:6][CH:7]=2)=[O:26])[CH:25]=[CH:24][CH:23]=[CH:22][CH:21]=1 |f:2.3.4|. Reported procedure: In a manner similar to that of Example 1(i), by reaction of 2.0 g (8.7 mmol) of methyl 4′-hydroxy-2-methylbiphenyl-4-carboxylate with 4.3 g (9.8 mmol) of 3,4-bis(benzoyloxymethyl)benzyl bromide and 1.29 g (9.3 mmol) of potassium carbonate, the desired product is obtained in the form of a yellow oil (m=4.88 g; Y=91%). The product is C1(=CC=CC=C1)C(=O)OCC=1C=C(COC2=CC=C(C=C2)C2=C(C=C(C=C2)C(=O)OC)C)C=CC1COC(=O)C1=CC=CC=C1 (Methyl 4′-[3,4-bis-(1-phenylmethanoyloxymethyl)-benzyloxy]-2-methylbiphenyl-4-carboxylate). The reactants are CC(NCCCc1cccc(C(F)(F)F)c1)c1cccc2ccccc12, Cl, O=C(O)C=Cc1cccc(C(F)(F)F)c1, [OH-], [OH-], [Pd+2]. Product: O=C(O)CCc1cccc(C(F)(F)F)c1. RXN SMILES: [CH3:2][CH:3]([c:4]1[c:5]2[c:6]([cH:7][cH:8][cH:9][cH:10]2)[cH:11][cH:12][cH:13]1)[NH:14][CH2:15][CH2:16][CH2:17][c:18]1[cH:19][c:20]([C:21]([F:22])([F:23])[F:24])[cH:25][cH:26][cH:27]1.[ClH:1].[F:28][C:29]([c:30]1[cH:31][c:32]([CH:33]=[CH:34][C:35](=[O:36])[OH:37])[cH:38][cH:39][cH:40]1)([F:41])[F:42].[OH-:43].[OH-:45].[Pd+2:44]>>[F:28][C:29]([c:30]1[cH:31][c:32]([CH2:33][CH2:34][C:35](=[O:36])[OH:37])[cH:38][cH:39][cH:40]1)([F:41])[F:42].